Dataset: the Open Reaction Database (ORD), a public repository of structured organic reaction records. Task: describe an organic reaction: reactants, conditions, products, and yield Starting materials: C(#N)[BH3-].[Na+] (Sodium cyanoborohydride), C1(CCCCC1)=O (cyclohexanone), Cl.O[C@@H]1[C@H](C[C@@H]2CC[C@H]3[C@@H]4CC[C@@H]([C@@]4(C)C[C@H]([C@@H]3[C@]2(C1)C)NCCC(C)C)C(=O)O)O (2β,3α-Dihydroxy-11α-(3-methylbutylamino)-5α-androstane-17β-carboxylic acid hydrochloride). Solvent: C(C)O (ethanol), C(=O)(O)[O-].[Na+] (NaHCO3), C(C)(=O)OCC (ethyl acetate). Run at time 24 hour. Yields the product C1(CCCCC1)N[C@H]1[C@@H]2[C@]3(C[C@@H]([C@H](C[C@@H]3CC[C@H]2[C@@H]2CC[C@@H]([C@@]2(C)C1)C(=O)OC)O)O)C (Methyl 11α-cyclohexylamino-2β,3α-dihydroxy-5α-androstane-17β-carboxylate). Reaction SMILES: [C:1]([BH3-])#N.[Na+].[C:5]1(=O)CCCC[CH2:6]1.Cl.[OH:13][C@H:14]1[CH2:31][C@@:30]2([CH3:32])[C@@H:17]([CH2:18][CH2:19][C@@H:20]3[C@@H:29]2[C@H:28]([NH:33][CH2:34][CH2:35][CH:36](C)[CH3:37])[CH2:27][C@@:25]2([CH3:26])[C@H:21]3[CH2:22][CH2:23][C@@H:24]2[C:39]([OH:41])=[O:40])[CH2:16][C@@H:15]1[OH:42]>C(O)C.C([O-])(O)=O.[Na+].C(OCC)(=O)C>[CH:34]1([NH:33][C@@H:28]2[CH2:27][C@@:25]3([CH3:26])[C@@H:21]([CH2:22][CH2:23][C@@H:24]3[C:39]([O:41][CH3:1])=[O:40])[C@H:20]3[C@H:29]2[C@:30]2([CH3:32])[C@@H:17]([CH2:18][CH2:19]3)[CH2:16][C@H:15]([OH:42])[C@@H:14]([OH:13])[CH2:31]2)[CH2:6][CH2:5][CH2:37][CH2:36][CH2:35]1 |f:0.1,3.4,6.7|. Procedure: Sodium cyanoborohydride (2.0 g) and cyclohexanone (2.0 ml) were added to a solution of Intermediate 2 (2.0 g) in ethanol (30 ml) and the mixture was stirred for 24 h. The mixture was diluted with NaHCO3 solution and extracted with ethyl acetate (3×). The extract was washed with water, dried and evaporated to give a solid. This was dissolved in ethyl acetate and extracted with dilute hydrochloric acid (3×) and water (2×). These extracts were brought to pH 10 with 0.88 NH3 solution and then extrac... Starting materials: C1(CCCCC1)OCC(=O)O (2-(cyclohexyloxy)acetic acid), ClSCl (dichlorosulfane). The product is C1(CCCCC1)OCC(=O)Cl (2-(cyclohexyloxy)acetyl chloride). RXN SMILES: [CH:1]1([O:7][CH2:8][C:9]([OH:11])=O)[CH2:6][CH2:5][CH2:4][CH2:3][CH2:2]1.[Cl:12]SCl>>[CH:1]1([O:7][CH2:8][C:9]([Cl:12])=[O:11])[CH2:6][CH2:5][CH2:4][CH2:3][CH2:2]1. Reported procedure: A mixture of 2-(cyclohexyloxy)acetic acid (0.90 g, 5.69 mmol) and dichlorosulfane (10 mL) was refluxed for 2 h. The mixture was cooled to rt and concentrated in vacuo to give the title compound as yellow oil, which was used for next step without further purification. Reactants: CNC(=NC#N)Nc1ccc(C=CCC(=O)OC)cc1, [Na+], C1COCCO1, [OH-]. The product is CNC(=NC#N)Nc1ccc(C=CCC(=O)O)cc1. Reaction SMILES: [CH3:1][NH:2][C:3]([NH:4][c:5]1[cH:6][cH:7][c:8]([CH:11]=[CH:12][CH2:13][C:14](=[O:15])[O:16][CH3:17])[cH:9][cH:10]1)=[N:18][C:19]#[N:20].[Na+:22].[O:23]1[CH2:24][CH2:25][O:26][CH2:27][CH2:28]1.[OH-:21]>>[CH3:1][NH:2][C:3]([NH:4][c:5]1[cH:6][cH:7][c:8]([CH:11]=[CH:12][CH2:13][C:14](=[O:15])[OH:16])[cH:9][cH:10]1)=[N:18][C:19]#[N:20]. Starting materials: CC(=O)O, CSc1[nH]cc(-c2ccccc2)c1[N+](=O)[O-], OO. RXN SMILES: [CH3:19][C:20](=[O:21])[OH:22].[CH3:1][S:2][c:3]1[nH:4][cH:5][c:6](-[c:11]2[cH:12][cH:13][cH:14][cH:15][cH:16]2)[c:7]1[N+:8](=[O:9])[O-:10].[OH:17][OH:18]>>[CH3:1][S:2]([c:3]1[nH:4][cH:5][c:6](-[c:11]2[cH:12][cH:13][cH:14][cH:15][cH:16]2)[c:7]1[N+:8](=[O:9])[O-:10])=[O:17]. Yields the product CS(=O)c1[nH]cc(-c2ccccc2)c1[N+](=O)[O-]. Reactants: BrC=1C2=C(C=NC1)N=CN2 (7-bromo-1H-Imidazo[4,5-c]pyridine), C(#C)[Si](C)(C)C (ethynyltrimethylsilane). Yields the product C(#C)C=1C2=C(C=NC1)N=CN2 (7-ethynyl-1H-imidazo[4,5-c]pyridine). As a reaction SMILES: Br[C:2]1[C:3]2[NH:10][CH:9]=[N:8][C:4]=2[CH:5]=[N:6][CH:7]=1.[C:11]([Si](C)(C)C)#[CH:12]>>[C:11]([C:2]1[C:3]2[NH:10][CH:9]=[N:8][C:4]=2[CH:5]=[N:6][CH:7]=1)#[CH:12]. Reported procedure: The title compound can be synthesized from 7-ethynyl-1H-imidazo[4,5-c]pyridine and 3-iodo-4-methyl-N-(4-((4-methylpiperazin-1-yl)methyl)-3-(trifluoromethyl)phenyl) benzamide in a manner similar to that described for Example 1. 7-ethynyl-1H-imidazo[4,5-c]pyridine is prepared from 7-bromo-1H-Imidazo[4,5-c]pyridine and ethynyltrimethylsilane according to the 2 steps procedure described in Example 1. Reactants: C1=CC=C(C=C1)[C@H](C(=O)O)O (R-(−)-Mandelic acid), C1[C@H]([C@@H]1N)C2=CC(=C(C=C2)F)F (trans-(1R,2S)-2-(3,4-difluorophenyl)cyclopropylamine). Solvent: C(C)(=O)OCC (ethyl acetate). Reaction conditions: temperature 25 celsius, time 8 minute. Yields the product C1[C@@H]([C@@H]1[NH3+])C2=CC(=C(C=C2)F)F.C1=CC=C(C=C1)C(C(=O)[O-])O (trans-(1R,2S)-2-(3,4-difluorophenyl)cyclopropanaminium (2R)-2-hydroxy-2-phenylethanoate). Yield: 93.2%. As a reaction SMILES: [CH:1]1[CH:6]=[CH:5][C:4]([C@@H:7]([OH:11])[C:8]([OH:10])=[O:9])=[CH:3][CH:2]=1.[CH2:12]1[C@@H:14]([NH2:15])[C@@H:13]1[C:16]1[CH:21]=[CH:20][C:19]([F:22])=[C:18]([F:23])[CH:17]=1>C(OCC)(=O)C>[CH2:12]1[C@@H:14]([NH3+:15])[C@H:13]1[C:16]1[CH:21]=[CH:20][C:19]([F:22])=[C:18]([F:23])[CH:17]=1.[CH:1]1[CH:2]=[CH:3][C:4]([CH:7]([OH:11])[C:8]([O-:10])=[O:9])=[CH:5][CH:6]=1 |f:3.4|. Procedure details: R-(−)-Mandelic acid (2.26 kg) was added to a solution containing trans-(1R,2S)-2-(3,4-difluorophenyl)cyclopropylamine (2.6 kg, 91.8% enantiomeric excess), stirring at 17° C. in ethyl acetate (45.3 L). The mixture was stirred at 25° C. for 3 hours and 8 minutes, then filtered and washed twice with ethyl acetate (13.8 kg total). The crystalline product was dried at 40° C. under reduced pressure for 23 hours, affording trans-(1R,2S)-2-(3,4-difluorophenyl)cyclopropanaminium (2R)-2-hydroxy-2-phenylet... The reactants are C(C)C(CC)OC1=CC(=NC(=C1C(=O)O)NC1=C(C=C(C=C1)Cl)Cl)C (4-(1-ethyl-propoxy)-6-methyl-2-(2,4-dichloro-phenylamino)-nicotinic acid), CSC (DMS). Solvent: C1CCOC1 (THF). Conditions: time 30 minute. Yields the product ClC1=C(C=CC(=C1)Cl)NC1=NC(=CC(=C1CO)OC(CC)CC)C ([2-(2,4-Dichloro-phenylamino)-4-(1-ethyl-propoxy)-6-methyl-pyridin-3-yl]-methanol). Reaction SMILES: [CH2:1]([CH:3]([O:6][C:7]1[C:12]([C:13](O)=[O:14])=[C:11]([NH:16][C:17]2[CH:22]=[CH:21][C:20]([Cl:23])=[CH:19][C:18]=2[Cl:24])[N:10]=[C:9]([CH3:25])[CH:8]=1)[CH2:4][CH3:5])[CH3:2].CSC>C1COCC1>[Cl:24][C:18]1[CH:19]=[C:20]([Cl:23])[CH:21]=[CH:22][C:17]=1[NH:16][C:11]1[C:12]([CH2:13][OH:14])=[C:7]([O:6][CH:3]([CH2:4][CH3:5])[CH2:1][CH3:2])[CH:8]=[C:9]([CH3:25])[N:10]=1. Reported procedure: To a solution of 4-(1-ethyl-propoxy)-6-methyl-2-(2,4-dichloro-phenylamino)-nicotinic acid in dry THF was added BH3.DMS. The resulting mixture was heated at reflux overnight. The mixture was quenched with dilute HCl and stirred for 30 min, adjusted pH to 7.5-8.5, then extracted with ethyl acetate. The organic layer was separated, dried and concentrated to give a golden oil. After silica gel column chromatography, the title compound was obtained as a golden oil. 1H NMR(CDCl3) d 8.44(d,1H), 8.18(s,... Starting materials: O=C([O-])[O-], C1CCOC1, CCCC[N+](CCCC)(CCCC)CCCC, COC(=O)CCCBr, CCOC(C)=O, Cl, COc1ccc(-c2c(-c3ccccc3F)oc3ncnc(OC4CCCNC4)c23)cc1, [I-], [K+], [K+], CN(C)C=O, O. Product: COC(=O)CCCN1CCCC(Oc2ncnc3oc(-c4ccccc4F)c(-c4ccc(OC)cc4)c23)C1. Reaction SMILES: [C:1](=[O:2])([O-:3])[O-:4].[CH2:47]1[O:48][CH2:49][CH2:50][CH2:51]1.[CH2:53]([N+:54]([CH2:55][CH2:56][CH2:57][CH3:58])([CH2:59][CH2:60][CH2:61][CH3:62])[CH2:63][CH2:64][CH2:65][CH3:66])[CH2:67][CH2:68][CH3:69].[CH3:38][O:39][C:40]([CH2:41][CH2:42][CH2:43][Br:44])=[O:45].[CH3:70][CH2:71][O:72][C:73](=[O:74])[CH3:75].[ClH:46].[F:7][c:8]1[c:9](-[c:14]2[c:15](-[c:30]3[cH:31][cH:32][c:33]([O:36][CH3:37])[cH:34][cH:35]3)[c:16]3[c:17]([n:18][cH:19][n:20][c:21]3[O:22][CH:23]3[CH2:24][NH:25][CH2:26][CH2:27][CH2:28]3)[o:29]2)[cH:10][cH:11][cH:12][cH:13]1.[I-:52].[K+:5].[K+:6].[O:77]=[CH:78][N:79]([CH3:80])[CH3:81].[OH2:76]>>[F:7][c:8]1[c:9](-[c:14]2[c:15](-[c:30]3[cH:31][cH:32][c:33]([O:36][CH3:37])[cH:34][cH:35]3)[c:16]3[c:17]([n:18][cH:19][n:20][c:21]3[O:22][CH:23]3[CH2:24][N:25]([CH2:43][CH2:42][CH2:41][C:40]([O:39][CH3:38])=[O:45])[CH2:26][CH2:27][CH2:28]3)[o:29]2)[cH:10][cH:11][cH:12][cH:13]1.